Dataset: the Open Reaction Database (ORD), a public repository of structured organic reaction records. Task: describe an organic reaction: reactants, conditions, products, and yield Reactants: O=c1c(I)c(-c2ccccc2)oc2cc(Br)ccc12, CC(C)(C)OC(=O)NC1(c2ccc(B3OC(C)(C)C(C)(C)O3)cc2)CCC1, COCCOC, [Na+], [Na+], O=C([O-])[O-], O. Product: CC(C)(C)OC(=O)NC1(c2ccc(-c3c(-c4ccccc4)oc4cc(Br)ccc4c3=O)cc2)CCC1. Reaction SMILES: [Br:1][c:2]1[cH:3][cH:4][c:5]2[c:6](=[O:19])[c:7]([I:18])[c:8](-[c:12]3[cH:13][cH:14][cH:15][cH:16][cH:17]3)[o:9][c:10]2[cH:11]1.[C:20]([CH3:21])([CH3:22])([CH3:23])[O:24][C:25]([NH:26][C:27]1([c:31]2[cH:32][cH:33][c:34]([B:37]3[O:38][C:39]([CH3:40])([CH3:41])[C:42]([CH3:43])([CH3:44])[O:45]3)[cH:35][cH:36]2)[CH2:28][CH2:29][CH2:30]1)=[O:46].[CH3:54][O:55][CH2:56][CH2:57][O:58][CH3:59].[Na+:47].[Na+:48].[O-:49][C:50](=[O:51])[O-:52].[OH2:53]>>[Br:1][c:2]1[cH:3][cH:4][c:5]2[c:6](=[O:19])[c:7](-[c:34]3[cH:33][cH:32][c:31]([C:27]4([NH:26][C:25]([O:24][C:20]([CH3:21])([CH3:22])[CH3:23])=[O:46])[CH2:28][CH2:29][CH2:30]4)[cH:36][cH:35]3)[c:8](-[c:12]3[cH:13][cH:14][cH:15][cH:16][cH:17]3)[o:9][c:10]2[cH:11]1. As a reaction SMILES: [Br:1][CH:2]([CH2:3][CH2:4][c:5]1[cH:6][cH:7][c:8]([C:11](=[O:12])[OH:13])[n:9][cH:10]1)[CH2:14][Br:15].[CH:27]([Cl:28])([Cl:29])[Cl:30].[NH3:20].[S:16]([Cl:17])([Cl:18])=[O:19].[cH:21]1[cH:22][cH:23][cH:24][cH:25][cH:26]1>>[Br:1][CH:2]([CH2:3][CH2:4][c:5]1[cH:6][cH:7][c:8]([C:11](=[O:12])[NH2:20])[n:9][cH:10]1)[CH2:14][Br:15]. Starting materials: O=C(O)c1ccc(CCC(Br)CBr)cn1, ClC(Cl)Cl, N, O=S(Cl)Cl, c1ccccc1. Yields the product NC(=O)c1ccc(CCC(Br)CBr)cn1. Starting materials: BrC(Br)(Br)Br, O=C(c1ccc(-c2cc(Cl)c(CO)c(Cl)c2)cc1)N1CCC(C(F)(F)F)CC1, ClCCl, c1ccc(P(c2ccccc2)c2ccccc2)cc1. The product is O=C(c1ccc(-c2cc(Cl)c(CBr)c(Cl)c2)cc1)N1CCC(C(F)(F)F)CC1. Reaction SMILES: [C:48]([Br:49])([Br:50])([Br:51])[Br:52].[Cl:1][c:2]1[cH:3][c:4](-[c:11]2[cH:12][cH:13][c:14]([C:17](=[O:18])[N:19]3[CH2:20][CH2:21][CH:22]([C:25]([F:26])([F:27])[F:28])[CH2:23][CH2:24]3)[cH:15][cH:16]2)[cH:5][c:6]([Cl:10])[c:7]1[CH2:8][OH:9].[Cl:53][CH2:54][Cl:55].[c:29]1([P:30]([c:31]2[cH:32][cH:33][cH:34][cH:35][cH:36]2)[c:37]2[cH:38][cH:39][cH:40][cH:41][cH:42]2)[cH:43][cH:44][cH:45][cH:46][cH:47]1>>[Cl:1][c:2]1[cH:3][c:4](-[c:11]2[cH:12][cH:13][c:14]([C:17](=[O:18])[N:19]3[CH2:20][CH2:21][CH:22]([C:25]([F:26])([F:27])[F:28])[CH2:23][CH2:24]3)[cH:15][cH:16]2)[cH:5][c:6]([Cl:10])[c:7]1[CH2:8][Br:49]. Starting materials: C(C)(=O)C1=C(C=C(C=C1)C=1C(=CC=CC1)S(=O)(=O)NC(C)(C)C)F (4′-acetyl-N-tert-butyl-3′-fluorobiphenyl-2-sulfonamide), II (iodine), NC(=S)N (thiourea). Solvent: CCO (EtOH). Yields the product NC=1SC=C(N1)C1=C(C=C(C=C1)C=1C(=CC=CC1)S(=O)(=O)NC(C)(C)C)F (4′-(2-Amino-1,3-thiazol-4-yl)-N-tert-butyl-3′-fluorobiphenyl-2-sulfonamide). Reaction SMILES: [C:1]([C:4]1[CH:9]=[CH:8][C:7]([C:10]2[C:11]([S:16]([NH:19][C:20]([CH3:23])([CH3:22])[CH3:21])(=[O:18])=[O:17])=[CH:12][CH:13]=[CH:14][CH:15]=2)=[CH:6][C:5]=1[F:24])(=O)[CH3:2].II.[NH2:27][C:28]([NH2:30])=[S:29]>CCO>[NH2:30][C:28]1[S:29][CH:2]=[C:1]([C:4]2[CH:9]=[CH:8][C:7]([C:10]3[C:11]([S:16]([NH:19][C:20]([CH3:23])([CH3:22])[CH3:21])(=[O:18])=[O:17])=[CH:12][CH:13]=[CH:14][CH:15]=3)=[CH:6][C:5]=2[F:24])[N:27]=1. Procedure: A solution of 4′-acetyl-N-tert-butyl-3′-fluorobiphenyl-2-sulfonamide (100 mg, 0.29 mmol), iodine (94.6 mg, 0.37 mmol), thiourea (44.01, 0.57 mmol) in EtOH (1.1 mL) was heated at 100 Celcius for 48 h. The reaction mixture was cooled to rt and the precipitate collected by filtration thus providing the title compound. MS (ESI): mass calcd. for C19H20FN3O2S2, 405.10; m/z found, 406.2 [M+H]+. 1H NMR (500 MHz, CDCl3) δ 8.71 (s, 2H), 8.19 (d, J=7.9, 1H), 7.94 (m, 1H), 7.59 (m, 1H), 7.54 (dd, J=11.6, 3.... Starting materials: C(C)(=O)Cl (acetyl chloride), solution, COCN1C2=C(SC3=C1C=C(C=C3)C(=O)C)N=CC=N2 ((10-methoxymethyl-10H-pyrazino[2,3-b][1,4]benzothiazin-8-yl)methyl ketone), ice, C(C)(C)NC(C)C (diisopropylamine), atmosphere, solution, C(CCC)[Li] (n-butyllithium). Run in O (water), O1CCCC1 (tetrahydrofuran), O1CCCC1 (tetrahydrofuran), CCCCCC (hexane), C(C)(=O)OCC (ethyl acetate). Conditions: temperature -78 celsius, time 10 minute. Yields the product COCN1C2=C(SC3=C1C=C(C=C3)C(CC(C)=O)=O)N=CC=N2 (1-(10-Methoxymethyl-10H-pyrazino[2,3-b][1,4]benzothiazin-8-yl)-1,3-butanedione). Isolated yield 18.3%. As a reaction SMILES: C(NC(C)C)(C)C.C([Li])CCC.[CH3:13][O:14][CH2:15][N:16]1[C:21]2[CH:22]=[C:23]([C:26]([CH3:28])=[O:27])[CH:24]=[CH:25][C:20]=2[S:19][C:18]2[N:29]=[CH:30][CH:31]=[N:32][C:17]1=2.[C:33](Cl)(=[O:35])[CH3:34]>O1CCCC1.CCCCCC.C(OCC)(=O)C.O>[CH3:13][O:14][CH2:15][N:16]1[C:21]2[CH:22]=[C:23]([C:26](=[O:27])[CH2:28][C:33](=[O:35])[CH3:34])[CH:24]=[CH:25][C:20]=2[S:19][C:18]2[N:29]=[CH:30][CH:31]=[N:32][C:17]1=2. Procedure details: Into 20 ml of ice-cooled solution of 1.27 ml of diisopropylamine in dry tetrahydrofuran was dropped in a nitrogen atmosphere 5.5 ml of a 1.6 M solution of n-butyllithium in hexane. After stirring for 10 minutes, the reaction mixture was cooled to −78° C. Next, 5 ml of a solution of 2.0 g of (10-methoxymethyl-10H-pyrazino[2,3-b][1,4]benzothiazin-8-yl)methyl ketone in dry tetrahydrofuran was added thereto and the mixture was stirred for 30 minutes. After further dropping 700 mg of acetyl chloride ... Reactants: O[C@@H]1CN(CC1)CC#C ((S)-3-Hydroxy-1-prop-2-ynyl-pyrrolidine), FC=1C(=C2/C(/C(NC2=CC1)=O)=C/C=1NC=CC1OC)I ((Z)-1,3-dihydro-5-fluoro-4-iodo-3-[(3-methoxy-1H-pyrrol-2-yl)methylene]-2H-indol-2-one), FC=1C(=C2/C(/C(NC2=CC1)=O)=C/C=1NC=CC1OC)I ((Z)-1,3-dihydro-5-fluoro-4-iodo-3-[(3-methoxy-1H-pyrrol-2-yl)methylene]-2H-indol-2-one). Reagents/catalysts: C=1C=CC(=CC1)[P](C=2C=CC=CC2)(C=3C=CC=CC3)[Pd]([P](C=4C=CC=CC4)(C=5C=CC=CC5)C=6C=CC=CC6)([P](C=7C=CC=CC7)(C=8C=CC=CC8)C=9C=CC=CC9)[P](C=1C=CC=CC1)(C=1C=CC=CC1)C=1C=CC=CC1 ((Ph3P)4Pd). The solvent is CN(C)C=O (DMF), CCN(CC)CC (Et3N), CCOC(=O)C (EtOAc). Product: FC=1C(=C2/C(/C(NC2=CC1)=O)=C/C=1NC=CC1OC)C#CCN1C[C@H](CC1)O ((S)-(Z)-1,3-Dihydro-5-fluoro-4-[3-(3-hydroxy-pyrrolidin-1-yl)-1-propynyl]-3-[(3-methoxy-1H-pyrrol-2-yl)methylene]-2H-indol-2-one). As a reaction SMILES: [OH:1][C@H:2]1[CH2:6][CH2:5][N:4]([CH2:7][C:8]#[CH:9])[CH2:3]1.[F:10][C:11]1[C:12](I)=[C:13]2[C:17](=[CH:18][CH:19]=1)[NH:16][C:15](=[O:20])/[C:14]/2=[CH:21]\[C:22]1[NH:23][CH:24]=[CH:25][C:26]=1[O:27][CH3:28]>CN(C=O)C.CCN(CC)CC.CCOC(C)=O.C1C=CC([P]([Pd]([P](C2C=CC=CC=2)(C2C=CC=CC=2)C2C=CC=CC=2)([P](C2C=CC=CC=2)(C2C=CC=CC=2)C2C=CC=CC=2)[P](C2C=CC=CC=2)(C2C=CC=CC=2)C2C=CC=CC=2)(C2C=CC=CC=2)C2C=CC=CC=2)=CC=1>[F:10][C:11]1[C:12]([C:9]#[C:8][CH2:7][N:4]2[CH2:5][CH2:6][C@H:2]([OH:1])[CH2:3]2)=[C:13]2[C:17](=[CH:18][CH:19]=1)[NH:16][C:15](=[O:20])/[C:14]/2=[CH:21]\[C:22]1[NH:23][CH:24]=[CH:25][C:26]=1[O:27][CH3:28] |^1:51,53,72,91|. Procedure details: Using Method C above, (S)-3-hydroxy-1-prop-2-ynyl-pyrrolidine (60 mg, 0.48 mmol) (Example 96A) was coupled with (Z)-1,3-dihydro-5-fluoro-4-iodo-3-[(3-methoxy-1H-pyrrol-2-yl)methylene]-2H-indol-2-one (60 mg, 0.16 mmol) (Starting Material 6) using (Ph3P)4Pd (18 mg, 0.02 mmol) and a catalytic amount of Cul in a mixture of DMF (4 mL) and Et3N (4 mL) as solvent at 80° C. for 6 hrs. Upon completion, the reaction mixture was diluted with EtOAc and extracted with H2O. The organic layer was dried over Na... The reactants are O=S(=O)(OCC1CCN(S(=O)(=O)c2ccc(F)cc2)CC1)c1ccc(F)cc1, c1ccc(N2CCNCC2)nc1. Product: O=S(=O)(c1ccc(F)cc1)N1CCC(CN2CCN(c3ccccn3)CC2)CC1. Reaction SMILES: [F:13][c:14]1[cH:15][cH:16][c:17]([S:20](=[O:21])(=[O:22])[N:23]2[CH2:24][CH2:25][CH:26]([CH2:29][O:30][S:31]([c:32]3[cH:33][cH:34][c:35]([F:36])[cH:37][cH:38]3)(=[O:39])=[O:40])[CH2:27][CH2:28]2)[cH:18][cH:19]1.[n:1]1[c:2]([N:7]2[CH2:8][CH2:9][NH:10][CH2:11][CH2:12]2)[cH:3][cH:4][cH:5][cH:6]1>>[n:1]1[c:2]([N:7]2[CH2:8][CH2:9][N:10]([CH2:29][CH:26]3[CH2:25][CH2:24][N:23]([S:20]([c:17]4[cH:16][cH:15][c:14]([F:13])[cH:19][cH:18]4)(=[O:21])=[O:22])[CH2:28][CH2:27]3)[CH2:11][CH2:12]2)[cH:3][cH:4][cH:5][cH:6]1. Reactants: COC=1C=C(N)C=C(C1)OC (3,5-dimethoxyaniline), ClC(C(=O)O)C (2-chloropropionic acid), Cl[Si](C)(C)C (chlorotrimethylsilane), C(C(C)C)O (iso-butanol). Yields the product C(C(C)C)OC([C@@H](NC1=CC(=CC(=C1)OC)OC)C)=O (N-(3,5dimethoxyphenyl)alanine iso-butyl ester). RXN SMILES: [CH3:1][O:2][C:3]1[CH:4]=[C:5]([CH:7]=[C:8]([O:10][CH3:11])[CH:9]=1)[NH2:6].Cl[CH:13]([CH3:17])[C:14]([OH:16])=[O:15].Cl[Si](C)(C)C.[CH2:23](O)[CH:24]([CH3:26])[CH3:25]>>[CH2:23]([O:16][C:14](=[O:15])[C@H:13]([CH3:17])[NH:6][C:5]1[CH:7]=[C:8]([O:10][CH3:11])[CH:9]=[C:3]([O:2][CH3:1])[CH:4]=1)[CH:24]([CH3:26])[CH3:25]. Procedure: N-(3,5-dimethoxyphenyl)alamine (crude, 454 mg) (prepared according to the procedure described in U.S. Pat. No. 3,598,859 using 3,5-dimethoxyaniline (Aldrich) and 2-chloropropionic acid (Aldrich)) was treated in dry iso-butanol (10 mL) with 0.1 mL of chlorotrimethylsilane and the reaction mixture refluxed overnight. The excess alcohol was removed at reduced pressure and the residue dissolved in ethyl acetate. The ethyl acetate solution was washed with saturated aqueous NaHCO3, dried with Na2SO4 a...